From a dataset of the Open Reaction Database (ORD), a public repository of structured organic reaction records. describe an organic reaction: reactants, conditions, products, and yield Starting materials: C=1(C(=CC=CC1)C(=O)Cl)C (o-toluic chloride), C(Cl)(Cl)(Cl)Cl (carbon tetrachloride), C(Cl)(Cl)(Cl)Cl (carbon tetrachloride), ClCl (chlorine). Product: ClC(C=1C(=CC=CC1)C(=O)Cl)(Cl)Cl (α,α,α-trichloro-o-toluic chloride). Isolated yield 80.0%. Reaction SMILES: [C:1]1(C)[C:2]([C:7]([Cl:9])=[O:8])=[CH:3][CH:4]=[CH:5][CH:6]=1.ClCl.[C:13]([Cl:17])(Cl)([Cl:15])[Cl:14]>>[Cl:14][C:13]([Cl:17])([Cl:15])[C:1]1[C:2]([C:7]([Cl:9])=[O:8])=[CH:3][CH:4]=[CH:5][CH:6]=1. Procedure: Five g (0.032 mole) of o-toluic chloride was dissolved in 150 ml of carbon tetrachloride and reaction was carried by passing dry chlorine into the solution under irradiation with an ultraviolet lamp while refluxing carbon tetrachloride. From the reaction mass an amount thereof necessary for gas chromatographic analysis was occasionally withdrawn to examine the change of the peak of α,α-dichloro-o-toluic chloride by comparing with an authentic sample, the introduction of chlorine was stopped afte... Reactants: FC1=CC=C(C=C1)[C@@H]1CCC(N1S(=O)(=O)C1=CC=C(C=C1)C)CCC=O ((2RS,5S)-3-[5-(4-fluoro-phenyl)-1-(toluene-4-sulfonyl)-pyrrolidin-2-yl]-propionaldehyde), alcohol, S(=O)(=O)(C1=CC=C(C)C=C1)CN=C=O (tosylmethyl-isocyanate), C([O-])([O-])=O.[K+].[K+] (potassium carbonate). The solvent is CO (MeOH). Product: FC1=CC=C(C=C1)C1CCC(N1S(=O)(=O)C1=CC=C(C=C1)C)CCC1=CN=CO1 ((2RS,5SR)-5-{2-[5-(4-Fluoro-phenyl)-1-(toluene-4-sulfonyl)-pyrrolidin-2-yl]-ethyl}-oxazole). Yield: 24.0%. As a reaction SMILES: [F:1][C:2]1[CH:7]=[CH:6][C:5]([C@H:8]2[N:12]([S:13]([C:16]3[CH:21]=[CH:20][C:19]([CH3:22])=[CH:18][CH:17]=3)(=[O:15])=[O:14])[CH:11]([CH2:23][CH2:24][CH:25]=[O:26])[CH2:10][CH2:9]2)=[CH:4][CH:3]=1.S([CH2:37][N:38]=[C:39]=O)(C1C=CC(C)=CC=1)(=O)=O.C(=O)([O-])[O-].[K+].[K+]>CO>[F:1][C:2]1[CH:3]=[CH:4][C:5]([CH:8]2[N:12]([S:13]([C:16]3[CH:17]=[CH:18][C:19]([CH3:22])=[CH:20][CH:21]=3)(=[O:15])=[O:14])[CH:11]([CH2:23][CH2:24][C:25]3[O:26][CH:39]=[N:38][CH:37]=3)[CH2:10][CH2:9]2)=[CH:6][CH:7]=1 |f:2.3.4|. Procedure details: A stirred mixture of (2RS,5S)-3-[5-(4-fluoro-phenyl)-1-(toluene-4-sulfonyl)-pyrrolidin-2-yl]-propionaldehyde (375 mg, 1.0 mmol, prepared from the corresponding alcohol by oxidation in accordance with the general method of example 29a), tosylmethyl-isocyanate (199 mg, 1.0 mmol), potassium carbonate (207 mg, 1.5 mmol) and MeOH (10 ml) was heated under reflux conditions for 35 h, evaporated and purified by column chromato-graphy on silica gel (ethyl acetate/hexane 4:1) to give the title compound (1... Reactants: ClC1=CC=C(C=C1)S(=O)(=O)O (p-chlorobenzenesulfonic acid), C1(=CC=CC=C1)O (phenol), 12-molybdophosphoric acid, C1(=CC=CC=C1)O (phenol). Solvent: O (water). The product is ClC1=CC=C(C=C1)S(=O)(=O)C1=C(C=CC=C1)O ((4-chlorophenylsulfonyl)phenol). Yield: 92.0%. As a reaction SMILES: [Cl:1][C:2]1[CH:7]=[CH:6][C:5]([S:8]([OH:11])(=[O:10])=O)=[CH:4][CH:3]=1.[C:12]1([OH:18])[CH:17]=[CH:16][CH:15]=[CH:14][CH:13]=1>O>[Cl:1][C:2]1[CH:3]=[CH:4][C:5]([S:8]([C:13]2[CH:14]=[CH:15][CH:16]=[CH:17][C:12]=2[OH:18])(=[O:10])=[O:11])=[CH:6][CH:7]=1. Reported procedure: A 193 g (1.0 mole) quantity of p-chlorobenzenesulfonic acid, 188 g (2.0 moles) of phenol and 10 g of 12-molybdophosphoric acid (H3PMol12O40. hydrate) were refluxed with heating and stirring. An azeotropic mixture of the water formed and phenol were cooled and subjected to phase separation to reflux the phenol thus separated to the reaction system. After 6 hours of reaction, the reaction mixture was cooled and the catalyst was separated by filtration. After the mother liquor was washed with water... Starting materials: C(C)#N (acetonitrile), CC(CC1=CC=CC=C1)Cl (α-methylphenethyl chloride), C(C)#N (acetonitrile), [OH-].[Na+] (sodium hydroxide), stannic chloride, C(C)#N (acetonitrile), [OH-].[Na+] (sodium hydroxide), C(C)#N (acetonitrile). The solvent is C(Cl)Cl (Methylene chloride). Conditions: temperature 10 celsius, time 20 minute. The product is CC1=NC(CC2=CC=CC=C12)C (1,3-dimethyl-3,4-dihyroisoquinoline). Reaction SMILES: [C:1](#[N:3])[CH3:2].[CH3:4][CH:5](Cl)[CH2:6][C:7]1[CH:12]=[CH:11][CH:10]=[CH:9][CH:8]=1.[OH-].[Na+]>C(Cl)Cl>[CH3:2][C:1]1[C:12]2[C:7](=[CH:8][CH:9]=[CH:10][CH:11]=2)[CH2:6][CH:5]([CH3:4])[N:3]=1 |f:2.3|. Procedure details: A reaction vessel was charged with acetonitrile which was held under a nitrogen blanket. With the reaction vessel cooled in an ice bath, stannic chloride was added gradually below the surface of the acetonitrile with stirring over a period of 2 hours 20 minutes. During the addition period, the temperature of the reaction mixture varied between 3° C. and 39° C. The mixture was allowed to stand overnight at room temperature. With the reaction mixture at 22° C., α-methylphenethyl chloride was added... Starting materials: NCC(CN1CC2=CC=CC=C2CC1)O (1-amino-3-(3,4-dihydroisoquinolin-2(1H)-yl)propan-2-ol), BrC1=CC(=NC=C1)F (4-bromo-2-fluoropyridine), CCN(C(C)C)C(C)C (DIPEA). Solvent: CC(C)O (i-PrOH). Run at temperature 100 celsius, time 26 hour. Product: BrC1=CC(=NC=C1)NCC(CN1CC2=CC=CC=C2CC1)O (1-((4-bromopyridin-2-yl)amino)-3-(3,4-dihydroisoquinolin-2(1H)-yl)propan-2-ol). Yield: 58.3%. RXN SMILES: [NH2:1][CH2:2][CH:3]([OH:15])[CH2:4][N:5]1[CH2:14][CH2:13][C:12]2[C:7](=[CH:8][CH:9]=[CH:10][CH:11]=2)[CH2:6]1.[Br:16][C:17]1[CH:22]=[CH:21][N:20]=[C:19](F)[CH:18]=1.CCN(C(C)C)C(C)C>CC(O)C>[Br:16][C:17]1[CH:22]=[CH:21][N:20]=[C:19]([NH:1][CH2:2][CH:3]([OH:15])[CH2:4][N:5]2[CH2:14][CH2:13][C:12]3[C:7](=[CH:8][CH:9]=[CH:10][CH:11]=3)[CH2:6]2)[CH:18]=1. Procedure details: A mixture of 1-amino-3-(3,4-dihydroisoquinolin-2(1H)-yl)propan-2-ol (14.0 g, 67.9 mmol), 4-bromo-2-fluoropyridine (10.0 g, 56.8 mmol) and DIPEA (11.0 g, 85.3 mmol) in i-PrOH (35 mL) were combined in a sealed tube and stirred at 100° C. for 26 h. The reaction mixture was then concentrated and the residue purified by column chromatography to give the desired product (12.0 g, 58.5%). LCMS (m/z): 362.0/364.0 [M+H]/[M+2+H]+ Reactants: C(CCC)C1=NC2=C(N1CC1=CC=C(C=C1)C=1C(=CC=CC1)C(=O)OC)C=C(C=C2)C=2CCC(NN2)=O (methyl 4'-[[2-n-butyl-6-(4,5-dihydro-2H-pyridazin-3-on-6-yl)-benzimidazol-1-yl]methyl]biphenyl-2-carboxylate), [OH-].[Na+] (sodium hydroxide). Reaction SMILES: [CH2:1]([C:5]1[N:9]([CH2:10][C:11]2[CH:16]=[CH:15][C:14]([C:17]3[C:18]([C:23]([O:25]C)=[O:24])=[CH:19][CH:20]=[CH:21][CH:22]=3)=[CH:13][CH:12]=2)[C:8]2[CH:27]=[C:28]([C:31]3[CH2:32][CH2:33][C:34](=[O:37])[NH:35][N:36]=3)[CH:29]=[CH:30][C:7]=2[N:6]=1)[CH2:2][CH2:3][CH3:4].[OH-].[Na+]>C(O)C>[CH2:1]([C:5]1[N:9]([CH2:10][C:11]2[CH:16]=[CH:15][C:14]([C:17]3[C:18]([C:23]([OH:25])=[O:24])=[CH:19][CH:20]=[CH:21][CH:22]=3)=[CH:13][CH:12]=2)[C:8]2[CH:27]=[C:28]([C:31]3[CH2:32][CH2:33][C:34](=[O:37])[NH:35][N:36]=3)[CH:29]=[CH:30][C:7]=2[N:6]=1)[CH2:2][CH2:3][CH3:4] |f:1.2|. The solvent is C(C)O (ethanol). Procedure details: Prepared analogously to Example 64 from methyl 4'-[[2-n-butyl-6-(4,5-dihydro-2H-pyridazin-3-on-6-yl)-benzimidazol-1-yl]methyl]biphenyl-2-carboxylate and sodium hydroxide solution in ethanol. Product: C(CCC)C1=NC2=C(N1CC1=CC=C(C=C1)C=1C(=CC=CC1)C(=O)O)C=C(C=C2)C=2CCC(NN2)=O (4'-[[2-n-Butyl-6-(4,5-dihydro-2H-pyridazin-3-on-6-yl)-benzimidazol-1-yl]methyl]biphenyl-2-carboxylic acid).